From a dataset of the Open Reaction Database (ORD), a public repository of structured organic reaction records. describe an organic reaction: reactants, conditions, products, and yield Starting materials: BrB(Br)Br, COc1ccc2c(c1C)CCC2=O, ClCCl. The product is Cc1c(O)ccc2c1CCC2=O. As a reaction SMILES: [B:1]([Br:2])([Br:3])[Br:4].[CH3:5][O:6][c:7]1[c:8]([CH3:17])[c:9]2[c:13]([cH:14][cH:15]1)[C:12](=[O:16])[CH2:11][CH2:10]2.[Cl:18][CH2:19][Cl:20]>>[OH:6][c:7]1[c:8]([CH3:17])[c:9]2[c:13]([cH:14][cH:15]1)[C:12](=[O:16])[CH2:11][CH2:10]2. Reactants: Brc1nc(-c2ccccc2)ns1, CN(C)C=O, [H-], Cc1cc(O)c(C)cc1N, [Na+]. Yields the product Cc1cc(Oc2nc(-c3ccccc3)ns2)c(C)cc1N. Reaction SMILES: [Br:13][c:14]1[n:15][c:16](-[c:19]2[cH:20][cH:21][cH:22][cH:23][cH:24]2)[n:17][s:18]1.[CH3:25][N:26]([CH3:27])[CH:28]=[O:29].[H-:11].[NH2:1][c:2]1[cH:3][c:4]([CH3:10])[c:5]([OH:9])[cH:6][c:7]1[CH3:8].[Na+:12]>>[NH2:1][c:2]1[cH:3][c:4]([CH3:10])[c:5]([O:9][c:14]2[n:15][c:16](-[c:19]3[cH:20][cH:21][cH:22][cH:23][cH:24]3)[n:17][s:18]2)[cH:6][c:7]1[CH3:8]. Reactants: CN(C)CCN(C)C (TMEDA), II (iodine), COCOC1=C2C(N(C(C2=CC=C1OC)=O)C(C)(C1=CC=CC=C1)C)O (4-methoxymethoxy-5-methoxy-3-hydroxy-2-(1-methyl-1-phenylethyl)isoindolinone). The solvent is C1CCOC1 (THF). Yields the product COCOC1=C2C(N(C(C2=C(C=C1OC)I)=O)C(C)(C1=CC=CC=C1)C)O (4-methoxymethoxy-5-methoxy-3-hydroxy-7-iodo-2-(1-methyl-1-phenyl ethyl)isoindolinone). Yield: 76.9%. Reaction SMILES: [CH3:1][O:2][CH2:3][O:4][C:5]1[C:13]([O:14][CH3:15])=[CH:12][CH:11]=[C:10]2[C:6]=1[CH:7]([OH:26])[N:8]([C:17]([CH3:25])([C:19]1[CH:24]=[CH:23][CH:22]=[CH:21][CH:20]=1)[CH3:18])[C:9]2=[O:16].CN(CCN(C)C)C.[I:35]I>C1COCC1>[CH3:1][O:2][CH2:3][O:4][C:5]1[C:13]([O:14][CH3:15])=[CH:12][C:11]([I:35])=[C:10]2[C:6]=1[CH:7]([OH:26])[N:8]([C:17]([CH3:18])([C:19]1[CH:24]=[CH:23][CH:22]=[CH:21][CH:20]=1)[CH3:25])[C:9]2=[O:16]. Procedure: In a similar manner to Step 3 of Example 16, 4-methoxymethoxy-5-methoxy-3-hydroxy-2-(1-methyl-1-phenylethyl)isoindolinone (2.00 g, 5.60 mmol) was dissolved in THF (60 mL), and the solution was treated with TMEDA (2.70 mL, 17.9 mmol), sec-butyl lithium-hexane solution (0.95 mol/L, 18.9 mL, 18.0 mmol) and iodine (2.13 g, 8.39 mmol), followed by purification by flash column chromatography (hexane/ethyl acetate=95/5 to 80/20 to 70/30) to obtain 4-methoxymethoxy-5-methoxy-3-hydroxy-7-iodo-2-(1-methyl... Starting materials: NC1=NC=C(C(=O)OCC)C=C1 (Ethyl 6-aminonicotinate), O=C1C(CSC1)C(=O)OC (methyl 4-oxotetrahydrothiophene-3-carboxylate), O.C1(=CC=C(C=C1)S(=O)(=O)O)C (p-toluenesulfonic acid monohydrate). Yields the product O=C1C2=C(N=C3N1C=C(C=C3)C(=O)OCC)CSC2 (Ethyl 3,10-dihydro-10-oxo-1H-pyrido[1,2-a]thieno[3,4-d]pyrimidine-7-carboxylate). As a reaction SMILES: [NH2:1][C:2]1[CH:12]=[CH:11][C:5]([C:6]([O:8][CH2:9][CH3:10])=[O:7])=[CH:4][N:3]=1.O=[C:14]1[CH2:18][S:17][CH2:16][CH:15]1[C:19](OC)=[O:20].O.C1(C)C=CC(S(O)(=O)=O)=CC=1>>[O:20]=[C:19]1[N:3]2[CH:4]=[C:5]([C:6]([O:8][CH2:9][CH3:10])=[O:7])[CH:11]=[CH:12][C:2]2=[N:1][C:14]2[CH2:18][S:17][CH2:16][C:15]1=2 |f:2.3|. Procedure details: Ethyl 6-aminonicotinate (2.5 g., 0.015 mol), methyl 4-oxotetrahydrothiophene-3-carboxylate (6.2 g., 0.039 mol) and p-toluenesulfonic acid monohydrate (0.25 g) are thoroughly mixed and heated at 155°-160° C. under nitrogen for 90 minutes. The distillate is collected in a Dean-Stark trap. The residue is cooled, triturated with boiling ethanol and filtered. Recrystallization from methanol gives yellow crystals (1.2 g.), mp 183°-185° C. Reactants: O (Water), C([O-])(O)=O.[Na+] (sodium bicarbonate), C1(=CC=C(C=C1)C(=O)[C@@]([C@@](C(=O)O)(O)C(=O)C1=CC=C(C=C1)C)(O)C(=O)O)C.N1=CC(=CC=C1)C[C@@H]1N2CCC(C1=O)CC2 ((2S)-2-((3-Pyridinyl)methyl)-1-azabicyclo[2.2.2]octan-3-one di-p-toluoyl-D-tartrate salt). Solvent: ClCCl (dichloromethane). Product: N1=CC(=CC=C1)C[C@@H]1N2CCC(C1=O)CC2 ((2S)-2-((3-pyridinyl)methyl)-1-azabicyclo[2.2.2]octan-3-one). The yield is 96.4%. Reaction SMILES: O.C(=O)(O)[O-].[Na+].C1(C)C=CC(C([C@](C(O)=O)(O)[C@](C(C2C=CC(C)=CC=2)=O)(O)C(O)=O)=O)=CC=1.[N:35]1[CH:40]=[CH:39][CH:38]=[C:37]([CH2:41][C@H:42]2[C:47](=[O:48])[CH:46]3[CH2:49][CH2:50][N:43]2[CH2:44][CH2:45]3)[CH:36]=1>ClCCl>[N:35]1[CH:40]=[CH:39][CH:38]=[C:37]([CH2:41][C@H:42]2[C:47](=[O:48])[CH:46]3[CH2:45][CH2:44][N:43]2[CH2:50][CH2:49]3)[CH:36]=1 |f:1.2,3.4|. Procedure details: Water (46.25 L) and sodium bicarbonate (4.35 kg, 51.8 mol) were added to a 200 L flask. Upon complete dissolution, dichloromethane (69.4 L) was added. (2S)-2-((3-Pyridinyl)methyl)-1-azabicyclo[2.2.2]octan-3-one di-p-toluoyl-D-tartrate salt (11.56 kg, 19.19 mol) was added, and the reaction mixture was stirred for between 2 min and 10 min. The layers were allowed to separate for a minimum of 2 min (additional water (20 L) was added when necessary to partition the layers). The organic phase was rem... Reaction SMILES: [C:1]([CH3:2])([CH3:3])([CH3:4])[O:5][C:6](=[O:7])[N:8]1[CH2:9][CH2:10][N:11]([c:14]2[n:15][c:16]([Cl:21])[n:17][c:18]([Cl:20])[n:19]2)[CH2:12][CH2:13]1.[CH2:32]1[O:33][CH2:34][CH2:35][O:36][CH2:37]1.[CH:40](=[CH:41][C:42]([CH:43]=[CH:44][c:45]1[cH:46][cH:47][cH:48][cH:49][cH:50]1)=[O:51])[c:52]1[cH:53][cH:54][cH:55][cH:56][cH:57]1.[CH:58](=[CH:59][C:60]([CH:61]=[CH:62][c:63]1[cH:64][cH:65][cH:66][cH:67][cH:68]1)=[O:69])[c:70]1[cH:71][cH:72][cH:73][cH:74][cH:75]1.[CH:76](=[CH:77][C:78]([CH:79]=[CH:80][c:81]1[cH:82][cH:83][cH:84][cH:85][cH:86]1)=[O:87])[c:88]1[cH:89][cH:90][cH:91][cH:92][cH:93]1.[F-:30].[K+:31].[Pd:38].[Pd:39].[s:22]1[cH:23][c:24]([B:27]([OH:28])[OH:29])[cH:25][cH:26]1>>[C:1]([CH3:2])([CH3:3])([CH3:4])[O:5][C:6](=[O:7])[N:8]1[CH2:9][CH2:10][N:11]([c:14]2[n:15][c:16]([Cl:21])[n:17][c:18](-[c:24]3[cH:23][s:22][cH:26][cH:25]3)[n:19]2)[CH2:12][CH2:13]1. Reactants: CC(C)(C)OC(=O)N1CCN(c2nc(Cl)nc(Cl)n2)CC1, C1COCCO1, O=C(C=Cc1ccccc1)C=Cc1ccccc1, O=C(C=Cc1ccccc1)C=Cc1ccccc1, O=C(C=Cc1ccccc1)C=Cc1ccccc1, [F-], [K+], [Pd], [Pd], OB(O)c1ccsc1. The product is CC(C)(C)OC(=O)N1CCN(c2nc(Cl)nc(-c3ccsc3)n2)CC1. The reactants are O=CO, COc1cc2ncnc(Nc3cccc(Cl)c3F)c2cc1OC1CC(C(=O)N2CCOCC2)N(C(=O)OC(C)(C)C)C1. The product is COc1cc2ncnc(Nc3cccc(Cl)c3F)c2cc1OC1CC(C(=O)N2CCOCC2)N(C)C1. Reaction SMILES: [CH:43]([OH:44])=[O:45].[Cl:1][c:2]1[c:3]([F:42])[c:4]([NH:5][c:6]2[n:7][cH:8][n:9][c:10]3[cH:11][c:12]([O:37][CH3:38])[c:13]([O:16][CH:17]4[CH2:18][CH:19]([C:29](=[O:30])[N:31]5[CH2:32][CH2:33][O:34][CH2:35][CH2:36]5)[N:20]([C:22]([O:23][C:24]([CH3:25])([CH3:26])[CH3:27])=[O:28])[CH2:21]4)[cH:14][c:15]23)[cH:39][cH:40][cH:41]1>>[Cl:1][c:2]1[c:3]([F:42])[c:4]([NH:5][c:6]2[n:7][cH:8][n:9][c:10]3[cH:11][c:12]([O:37][CH3:38])[c:13]([O:16][CH:17]4[CH2:18][CH:19]([C:29](=[O:30])[N:31]5[CH2:32][CH2:33][O:34][CH2:35][CH2:36]5)[N:20]([CH3:22])[CH2:21]4)[cH:14][c:15]23)[cH:39][cH:40][cH:41]1.